describe an organic reaction: reactants, conditions, products, and yield From a dataset of the Open Reaction Database (ORD), a public repository of structured organic reaction records. Reactants: NC(CO)(CO)C1=CC(=CC=C1)Br (2-amino-2-(3-bromo-phenyl)-propane-1,3-diol), C1CCOC1 (THF), C(=O)([O-])[O-].[Na+].[Na+] (Na2CO3), ClCC(=O)Cl (chloroacetyl chloride). Solvent: O (water). Run at time 1 hour. Product: BrC=1C=C(C=CC1)C(CO)(CO)NC(CCl)=O (N-[1-(3-Bromo-phenyl)-2-hydroxy-1-hydroxymethyl-ethyl]-2-chloro-acetamide). As a reaction SMILES: [NH2:1][C:2]([C:7]1[CH:12]=[CH:11][CH:10]=[C:9]([Br:13])[CH:8]=1)([CH2:5][OH:6])[CH2:3][OH:4].C1COCC1.C([O-])([O-])=O.[Na+].[Na+].[Cl:25][CH2:26][C:27](Cl)=[O:28]>O>[Br:13][C:9]1[CH:8]=[C:7]([C:2]([NH:1][C:27](=[O:28])[CH2:26][Cl:25])([CH2:5][OH:6])[CH2:3][OH:4])[CH:12]=[CH:11][CH:10]=1 |f:2.3.4|. Procedure details: To a stirred suspension of 2-amino-2-(3-bromo-phenyl)-propane-1,3-diol (3.5 g, 14.22 mmol), 30 ml of THF and 30 ml of 10% aqueous Na2CO3 solution was added dropwise chloroacetyl chloride (1.472 ml, 18.5 mmol) at 0° C. over a period of 10 min. The mixture was stirred for 1 h, diluted with water and extracted with EtOAc. The organic phase was washed with 1N aqueous NaOH solution, 10% aqueous Na2CO3 solution and brine. Chromatography on silica gel (EtOAc/hexane 50-30%) gave the title compound in th...